This data is from the Open Reaction Database (ORD), a public repository of structured organic reaction records. The task is: describe an organic reaction: reactants, conditions, products, and yield Starting materials: CI, CC#N, c1ncc(C2OCCS2)cn1. The product is [I-], C[n+]1cncc(C2OCCS2)c1. RXN SMILES: [CH3:12][I:13].[CH3:14][C:15]#[N:16].[O:1]1[CH:2]([c:6]2[cH:7][n:8][cH:9][n:10][cH:11]2)[S:3][CH2:4][CH2:5]1>>[I-:13].[O:1]1[CH:2]([c:6]2[cH:7][n:8][cH:9][n+:10]([CH3:12])[cH:11]2)[S:3][CH2:4][CH2:5]1. Reactants: ClC1=CC=C(C=C1)C1=NC=2N(C(=C1)CC)N=CC2I (5-(4-chloro-phenyl)-7-ethyl-3-iodo-pyrazolo[1,5-a]pyrimidine), C(#C)C=1C=CC(=NC1)N (5-ethynyl-pyridin-2-ylamine). Product: ClC1=CC=C(C=C1)C1=NC=2N(C(=C1)CC)N=CC2C#CC=2C=CC(=NC2)N (5-[5-(4-Chloro-phenyl)-7-ethyl-pyrazolo[1,5-a]pyrimidin-3-ylethynyl]-pyridin-2-ylamine), solid. Yield: 44.0%. Reaction SMILES: [Cl:1][C:2]1[CH:7]=[CH:6][C:5]([C:8]2[CH:13]=[C:12]([CH2:14][CH3:15])[N:11]3[N:16]=[CH:17][C:18](I)=[C:10]3[N:9]=2)=[CH:4][CH:3]=1.[C:20]([C:22]1[CH:23]=[CH:24][C:25]([NH2:28])=[N:26][CH:27]=1)#[CH:21]>>[Cl:1][C:2]1[CH:7]=[CH:6][C:5]([C:8]2[CH:13]=[C:12]([CH2:14][CH3:15])[N:11]3[N:16]=[CH:17][C:18]([C:21]#[C:20][C:22]4[CH:23]=[CH:24][C:25]([NH2:28])=[N:26][CH:27]=4)=[C:10]3[N:9]=2)=[CH:4][CH:3]=1. Reported procedure: The title compound was prepared 5-(4-chloro-phenyl)-7-ethyl-3-iodo-pyrazolo[1,5-a]pyrimidine (96 mg, 0.25 mmol) and 5-ethynyl-pyridin-2-ylamine (example D.1) (30 mg, 0.25 mmol) according to general procedure II. Obtained as a yellow solid (41 mg, 44%). MS (ISP) 374.3 [(M+H)+]; mp 205-206° C. Starting materials: COC(CC1=CC=C(C=C1)C(C)(C)C)=O (methyl-2-(4-tert-butylphenyl)acetate), CI (methyliodide), [NH4+].[Cl-] (NH4Cl), solution, bis-(trimethylsilyl)lithium amide. Solvent: C1CCOC1 (THF), C1CCOC1 (THF). Product: COC(C(C)C1=CC=C(C=C1)C(C)(C)C)=O (2-(4-Tert-butylphenyl)propionic acid methyl ester). Isolated yield 89.0%. As a reaction SMILES: [CH3:1][O:2][C:3](=[O:15])[CH2:4][C:5]1[CH:10]=[CH:9][C:8]([C:11]([CH3:14])([CH3:13])[CH3:12])=[CH:7][CH:6]=1.[CH3:16]I.[NH4+].[Cl-]>C1COCC1>[CH3:1][O:2][C:3](=[O:15])[CH:4]([C:5]1[CH:6]=[CH:7][C:8]([C:11]([CH3:12])([CH3:14])[CH3:13])=[CH:9][CH:10]=1)[CH3:16] |f:2.3|. Reported procedure: A solution of methyl-2-(4-tert-butylphenyl)acetate (1 g, 4.85 mmol) in abs. THF (30 ml) was mixed with a 1 M solution of bis-(trimethylsilyl)lithium amide in THF (5.33 ml, 5.33 mmol) at a temperature of −70° C. within 15 min. The reaction was highly exothermic. The mixture was kept for 20 min at −70° C. and at this temperature methyliodide (0.452 ml, 1.03 g, 7.26 mmol) was added within 5 min. Within 16 h the mixture was heated to RT. For working up, the reaction mixture was mixed with sat. NH4Cl...